This data is from the Open Reaction Database (ORD), a public repository of structured organic reaction records. The task is: describe an organic reaction: reactants, conditions, products, and yield Reactants: C(C)(C)(C)OC(CC(C=O)NS(=O)(=O)C1=C(C=C(C=C1)C(N)=O)OCCC1=CC=CC2=CC=CC=C12)=O (3-[4-carbamoyl-2-(2-naphthalen-1-yl-ethoxy)-benzenesulfonylamino]-4-oxo-butyric acid tert-butyl ester), FC(C(=O)O)(F)F (trifluoroacetic acid). Run in ClCCl (dichloromethane), O (water). Conditions: time 2 hour. Yields the product C(N)(=O)C1=CC(=C(C=C1)S(=O)(=O)NC(CC(=O)O)C=O)OCCC1=CC=CC2=CC=CC=C12 (3-[4-carbamoyl-2-(2-naphthalen-1-yl-ethoxy)-benzenesulfonylamino]-4-oxo-butyric acid). As a reaction SMILES: C([O:5][C:6](=[O:37])[CH2:7][CH:8]([NH:11][S:12]([C:15]1[CH:20]=[CH:19][C:18]([C:21](=[O:23])[NH2:22])=[CH:17][C:16]=1[O:24][CH2:25][CH2:26][C:27]1[C:36]2[C:31](=[CH:32][CH:33]=[CH:34][CH:35]=2)[CH:30]=[CH:29][CH:28]=1)(=[O:14])=[O:13])[CH:9]=[O:10])(C)(C)C.FC(F)(F)C(O)=O>ClCCl.O>[C:21]([C:18]1[CH:19]=[CH:20][C:15]([S:12]([NH:11][CH:8]([CH:9]=[O:10])[CH2:7][C:6]([OH:37])=[O:5])(=[O:13])=[O:14])=[C:16]([O:24][CH2:25][CH2:26][C:27]2[C:36]3[C:31](=[CH:32][CH:33]=[CH:34][CH:35]=3)[CH:30]=[CH:29][CH:28]=2)[CH:17]=1)(=[O:23])[NH2:22]. Procedure: To a solution of 3-[4-carbamoyl-2-(2-naphthalen-1-yl-ethoxy)-benzenesulfonylamino]-4-oxo-butyric acid tert-butyl ester (0.18 g, 0.34 mmol) in dichloromethane (10 mL) and water (0.1 mL) was added trifluoroacetic acid (1 mL). The reaction was stirred for 2 hours at room temperature. The reaction was then concentrated under reduced pressure to yield a colorless oil. The residue was purified by HPLC using a gradient of 10% to 50% acetonitrile containing 0.1% TFA and water at containing 0.1% TFA over... Product: COc1cc(F)ccc1-c1cncc(OC2SCC(OC(C)=O)C(OC(C)=O)C2OC(C)=O)c1. Reaction SMILES: [C:1]([CH3:2])(=[O:3])[O:4][CH:5]1[CH:6]([O:7][c:8]2[cH:9][n:10][cH:11][c:12]([Br:14])[cH:13]2)[S:15][CH2:16][CH:17]([O:23][C:24]([CH3:25])=[O:26])[CH:18]1[O:19][C:20]([CH3:21])=[O:22].[F:27][c:28]1[cH:29][c:30]([O:37][CH3:38])[c:31]([B:34]([OH:35])[OH:36])[cH:32][cH:33]1>>[C:1]([CH3:2])(=[O:3])[O:4][CH:5]1[CH:6]([O:7][c:8]2[cH:9][n:10][cH:11][c:12](-[c:31]3[c:30]([O:37][CH3:38])[cH:29][c:28]([F:27])[cH:33][cH:32]3)[cH:13]2)[S:15][CH2:16][CH:17]([O:23][C:24]([CH3:25])=[O:26])[CH:18]1[O:19][C:20]([CH3:21])=[O:22]. Reactants: CC(=O)OC1CSC(Oc2cncc(Br)c2)C(OC(C)=O)C1OC(C)=O, COc1cc(F)ccc1B(O)O. Product: C(C1=CC=CC=C1)N1CCC(CC1)C(=O)O (1-benzylpiperidine-4-carboxylic acid). RXN SMILES: [CH2:1]([N:8]1[CH2:13][CH2:12][CH:11]([C:14]([O:16]CC)=[O:15])[CH2:10][CH2:9]1)[C:2]1[CH:7]=[CH:6][CH:5]=[CH:4][CH:3]=1.[OH-].[Na+]>O1CCOCC1.O>[CH2:1]([N:8]1[CH2:9][CH2:10][CH:11]([C:14]([OH:16])=[O:15])[CH2:12][CH2:13]1)[C:2]1[CH:3]=[CH:4][CH:5]=[CH:6][CH:7]=1 |f:1.2|. Run in O1CCOCC1 (dioxan), O (water), O (water). The reactants are C(C1=CC=CC=C1)N1CCC(CC1)C(=O)OCC (ethyl 1-benzylpiperidine-4-carboxylate), [OH-].[Na+] (NaOH). Yield: 82.7%. Reported procedure: 0.8 g (0.00323 mol) of ethyl 1-benzylpiperidine-4-carboxylate was dissolved in a mixture of 5 ml of dioxan, 2 ml of water and 3.5 ml (0.0035 mol) of 1N aqueous NaOH. After stirring for 15 min. 3.5 ml (0.0035 mol) of 1N aqueous HCI were added, the mixture was diluted with 20 ml of water, the dioxan was removed by distillation and the residue which remained was lyophilized. The residue was boiled twice with 100 ml of isopropanol each time and the combined organic phases were filtered and concentra... Reaction conditions: time 15 minute. The reactants are 95.5, C=CCCCCCC (1-octene), C[SiH2]CCCCCCCCCC (methyldecylsilane). Reagents/catalysts: [Rh] (rhodium). Conditions: time 0.5 hour. Product: C[Si](CCCCCCCC)(CCCCCCCC)CCCCCCCCCC (methyldecyldioctylsilane). Reaction SMILES: [CH3:1][SiH2:2][CH2:3][CH2:4][CH2:5][CH2:6][CH2:7][CH2:8][CH2:9][CH2:10][CH2:11][CH3:12].[CH2:13]=[CH:14][CH2:15][CH2:16][CH2:17][CH2:18][CH2:19][CH3:20]>[Rh]>[CH3:1][Si:2]([CH2:3][CH2:4][CH2:5][CH2:6][CH2:7][CH2:8][CH2:9][CH2:10][CH2:11][CH3:12])([CH2:3][CH2:4][CH2:5][CH2:6][CH2:7][CH2:8][CH2:9][CH3:10])[CH2:13][CH2:14][CH2:15][CH2:16][CH2:17][CH2:18][CH2:19][CH3:20]. Procedure: There was added 40 grams of methyldecylsilane for a period of 25 minutes to a mixture of 95.5 parts of 1-octene and 8 parts per million of rhodium catalyst as prepared in Example 2. A slow stream of air bubbled into the solution prior to the addition of the methyldecylsilane. The octene solution containing the rhodium catalyst was also preheated to a temperature of 80° C. After an additional 30 minutes of heating, an additional amount of rhodium catalyst was added to the mixture for a final tota... Reactants: CCCN(CCC)C(=O)Cc1ccc(OC)c(OC)c1, CO, C1CCOC1. Product: CCCN(CCC)CCc1ccc(OC)c(OC)c1. RXN SMILES: [CH2:1]([CH2:2][CH3:3])[N:4]([C:5]([CH2:6][c:7]1[cH:8][c:9]([O:15][CH3:16])[c:10]([O:13][CH3:14])[cH:11][cH:12]1)=[O:17])[CH2:18][CH2:19][CH3:20].[CH3:21][OH:22].[O:23]1[CH2:24][CH2:25][CH2:26][CH2:27]1>>[CH2:1]([CH2:2][CH3:3])[N:4]([CH2:5][CH2:6][c:7]1[cH:8][c:9]([O:15][CH3:16])[c:10]([O:13][CH3:14])[cH:11][cH:12]1)[CH2:18][CH2:19][CH3:20]. The reactants are O (H2O), N1CC(C(=O)O)CCC1 (nipecotic acid), [OH-].[Na+] (NaOH), C(C1=CC=CC=C1)OC(=O)NC(SC)=NC(=O)OCC1=CC=CC=C1 (1,3-bis(benzyloxycarbonyl)-2-methyl-2-thiopseudourea). Run in CCOCC (Et2O), O1CCOCC1 (dioxane). Reaction conditions: time 48 hour. Yields the product C(C1=CC=CC=C1)OC(=O)NC(N1CC(CCC1)C(=O)O)=NC(=O)OCC1=CC=CC=C1 (1-(benzyloxycarbonylamino(benzyloxycarbonylimino)-methyl)piperidine-3-carboxylic acid). The yield is 71.1%. Reaction SMILES: [NH:1]1[CH2:9][CH2:8][CH2:7][CH:3]([C:4]([OH:6])=[O:5])[CH2:2]1.[OH-].[Na+].[CH2:12]([O:19][C:20]([NH:22][C:23](=[N:26][C:27]([O:29][CH2:30][C:31]1[CH:36]=[CH:35][CH:34]=[CH:33][CH:32]=1)=[O:28])SC)=[O:21])[C:13]1[CH:18]=[CH:17][CH:16]=[CH:15][CH:14]=1.O>O1CCOCC1.CCOCC>[CH2:30]([O:29][C:27]([NH:26][C:23](=[N:22][C:20]([O:19][CH2:12][C:13]1[CH:18]=[CH:17][CH:16]=[CH:15][CH:14]=1)=[O:21])[N:1]1[CH2:9][CH2:8][CH2:7][CH:3]([C:4]([OH:6])=[O:5])[CH2:2]1)=[O:28])[C:31]1[CH:32]=[CH:33][CH:34]=[CH:35][CH:36]=1 |f:1.2|. Reported procedure: To a solution of nipecotic acid (1.66 g, 12.8 mmol) in 2 N NaOH (12.8 mL, 25.6 mmol) and dioxane (30 mL) was added 1,3-bis(benzyloxycarbonyl)-2-methyl-2-thiopseudourea (4.6 g, 12.8 mmol). After 48 h, the reaction mixture was added to H2O (200 mL) and Et2O (200 mL). The aqueous layer was separated and extracted with Et2O (2×200 mL). The aqueous layer was acidified to pH, 2.0 with 3 N HCl and extracted with EtOAc (500 mL). The organic layer was MgSO4 dried and concentrated to give the title compou...